Dataset: the Open Reaction Database (ORD), a public repository of structured organic reaction records. Task: describe an organic reaction: reactants, conditions, products, and yield Conditions: time 27 hour. Yields the product ClC1=CC=C(C=C1)N(CCO)CCCOC1=CC=C(C(=O)O)C=C1 (4-[3-[N-(4-Chlorophenyl)-N-(2-hydroxyethyl)amino]propoxy]benzoic acid). Reaction SMILES: C([O:8][CH2:9][CH2:10][N:11]([CH2:19][CH2:20][CH2:21][O:22][C:23]1[CH:31]=[CH:30][C:26]([C:27]([OH:29])=[O:28])=[CH:25][CH:24]=1)[C:12]1[CH:17]=[CH:16][C:15]([Cl:18])=[CH:14][CH:13]=1)C1C=CC=CC=1.Cl>C(O)C.C(OCC)(=O)C.O.[Pd]>[Cl:18][C:15]1[CH:14]=[CH:13][C:12]([N:11]([CH2:19][CH2:20][CH2:21][O:22][C:23]2[CH:24]=[CH:25][C:26]([C:27]([OH:29])=[O:28])=[CH:30][CH:31]=2)[CH2:10][CH2:9][OH:8])=[CH:17][CH:16]=1. Reactants: Cl (hydrochloric acid), C(C1=CC=CC=C1)OCCN(C1=CC=C(C=C1)Cl)CCCOC1=CC=C(C(=O)O)C=C1 (4-[3-[N-(2-Benzyloxyethyl)-N-(4-chlorophenyl)amino]propoxy]benzoic acid). Procedure details: 4-[3-[N-(2-Benzyloxyethyl)-N-(4-chlorophenyl)amino]propoxy]benzoic acid (3.5 g) was dissolved in a mixed solvent of ethanol (60 ml) and ethyl acetate (15 ml), and thereto were added conc. hydrochloric acid (0.7 ml) and 10 % palladium/carbon (0.35 g), and the mixture was stirred under hydrogen and atmospheric pressure at room temperature for 27 hours. The reaction mixture was diluted with water, filtered, and neutralized with lN aqueous sodium hydroxide solution, and then, the mixture was concent... Yield: 43.1%. Reagents/catalysts: [Pd] (palladium/carbon). The solvent is O (water), C(C)O (ethanol), C(C)(=O)OCC (ethyl acetate). The reactants are C(CCCCC)C=1C=C(C=CC1)C1=NC(=C(N1C)C(=O)N1CCC(CC1)N1CCCC1)I ([2-(3-Hexyl-phenyl)-5-iodo-3-methyl-3H-imidazol-4-yl]-(4-pyrrolidin-1-yl-piperidin-1-yl)-methanone), COC(=O)C1=CC=C(C=C1)B(O)O ((4-methoxycarbonylphenyl)boronic acid). Yields the product COC(C1=CC=C(C=C1)C=1N=C(N(C1C(=O)N1CCC(CC1)N1CCCC1)C)C1=CC(=CC=C1)CCCCCC)=O (4-[2-(3-Hexyl-phenyl)-1-methyl-5-(4-pyrrolidin-1-yl-piperidine-1-carbonyl)-1H-imidazol-4-yl]-benzoic acid methyl ester). As a reaction SMILES: [CH2:1]([C:7]1[CH:8]=[C:9]([C:13]2[N:17]([CH3:18])[C:16]([C:19]([N:21]3[CH2:26][CH2:25][CH:24]([N:27]4[CH2:31][CH2:30][CH2:29][CH2:28]4)[CH2:23][CH2:22]3)=[O:20])=[C:15](I)[N:14]=2)[CH:10]=[CH:11][CH:12]=1)[CH2:2][CH2:3][CH2:4][CH2:5][CH3:6].[CH3:33][O:34][C:35]([C:37]1[CH:42]=[CH:41][C:40](B(O)O)=[CH:39][CH:38]=1)=[O:36]>>[CH3:33][O:34][C:35](=[O:36])[C:37]1[CH:42]=[CH:41][C:40]([C:15]2[N:14]=[C:13]([C:9]3[CH:10]=[CH:11][CH:12]=[C:7]([CH2:1][CH2:2][CH2:3][CH2:4][CH2:5][CH3:6])[CH:8]=3)[N:17]([CH3:18])[C:16]=2[C:19]([N:21]2[CH2:22][CH2:23][CH:24]([N:27]3[CH2:31][CH2:30][CH2:29][CH2:28]3)[CH2:25][CH2:26]2)=[O:20])=[CH:39][CH:38]=1. Procedure details: In analogy to the procedure described for example 7, [2-(3-hexyl-phenyl)-5-iodo-3-methyl-3H-imidazol-4-yl]-(4-pyrrolidin-1-yl-piperidin-1-yl)-methanone (example 2) was reacted with (4-methoxycarbonylphenyl)boronic acid to give the title compound as light brown oil. MS: 557.3 (MH+). The yield is 40.7%. RXN SMILES: [CH:1]1([CH2:7][CH:8]([C:14]([NH:16][CH2:17][CH2:18][C:19]2[CH:24]=[CH:23][CH:22]=[CH:21][CH:20]=2)=[O:15])[C:9]([O:11]CC)=[O:10])[CH2:6][CH2:5][CH2:4][CH2:3][CH2:2]1.[OH-].[Na+]>C(O)C.O.[Cl-].[Na+].O>[CH:1]1([CH2:7][CH:8]([C:14]([NH:16][CH2:17][CH2:18][C:19]2[CH:24]=[CH:23][CH:22]=[CH:21][CH:20]=2)=[O:15])[C:9]([OH:11])=[O:10])[CH2:2][CH2:3][CH2:4][CH2:5][CH2:6]1 |f:1.2,5.6.7|. Reaction conditions: temperature 0 celsius. Procedure: A solution comprised of ethyl 2-cyclohexylmethyl-N-phenethylmalonamate (366 mg, 1.106 mmol) in ethanol (10 mL) was treated with 1N aqueous sodium hydroxide (1.3 mL) for 2.5 hours and then diluted with water (30 mL) and brine (10 mL). The dilution was extracted with diethyl ether (3×30 mL). The aqueous layer was cooled to 0° C., acidified with 1N hydrochloric acid (2 mL) and extracted with ethyl acetate (3×30 mL). The combined ethyl acetate extracts were washed with brine, dried (MgSO4) and conce... Yields the product C1(CCCCC1)CC(C(=O)O)C(=O)NCCC1=CC=CC=C1 (2-cyclohexylmethyl-N-phenethyhnalonamic acid). The reactants are C1(CCCCC1)CC(C(=O)OCC)C(=O)NCCC1=CC=CC=C1 (ethyl 2-cyclohexylmethyl-N-phenethylmalonamate), [OH-].[Na+] (sodium hydroxide). Run in C(C)O (ethanol), O (water), [Cl-].[Na+].O (brine). Reactants: CN(C1=C2C(=NC(=C1)C1=CC=CC=C1)N(N=C2C)C)C (4-dimethylamino-1,3-dimethyl-6-phenyl-1H-pyrazolo[3,4-b]pyridine), Cl (hydrochloric acid), Cl (hydrochloride). The solvent is C(C)O (ethanol). Yields the product Cl.CN(C1=C2C(=NC(=C1)C1=CC=CC=C1)N(N=C2C)C)C (4-Dimethylamino-1,3-dimethyl-6-phenyl-1H-pyrazolo[3,4-b]pyridine hydrochloride). Reaction SMILES: [CH3:1][N:2]([CH3:20])[C:3]1[CH:8]=[C:7]([C:9]2[CH:14]=[CH:13][CH:12]=[CH:11][CH:10]=2)[N:6]=[C:5]2[N:15]([CH3:19])[N:16]=[C:17]([CH3:18])[C:4]=12.[ClH:21]>C(O)C>[ClH:21].[CH3:20][N:2]([CH3:1])[C:3]1[CH:8]=[C:7]([C:9]2[CH:14]=[CH:13][CH:12]=[CH:11][CH:10]=2)[N:6]=[C:5]2[N:15]([CH3:19])[N:16]=[C:17]([CH3:18])[C:4]=12 |f:3.4|. Reported procedure: To 16.5 gms. of 4-dimethylamino-1,3-dimethyl-6-phenyl-1H-pyrazolo[3,4-b]pyridine (0.062 mol.) dissolved in 250 ml. of absolute ethanol, 10.7 ml. of ethereal hydrochloric acid (228 gms/1) are added. The solution is allowed to crystallize overnight to obtain 17.2 gms. (91%) of the hydrochloride, m.p. 219°-220° C. (dec.) Starting materials: ClCl (chlorine), thioether, CC1=C(C(=O)O)C=C(C(=C1)Cl)S(=O)(=O)C (2-methyl-4-chloro-5-methylsulfonylbenzoic acid), sodium methylthiolate. Solvent: B(=O)O[O-].[Na+] (sodium perborate). Product: CC1=C(C(=O)O)C=C(C(=C1)S(=O)(=O)C)S(=O)(=O)C (2-methyl-4,5-di(methylsulfonyl)benzoic acid). Reaction SMILES: ClCl.[CH3:3][C:4]1[CH:12]=[C:11](Cl)[C:10]([S:14]([CH3:17])(=[O:16])=[O:15])=[CH:9][C:5]=1[C:6]([OH:8])=[O:7]>B(O[O-])=O.[Na+]>[CH3:3][C:4]1[CH:12]=[C:11]([S:14]([CH3:10])(=[O:16])=[O:15])[C:10]([S:14]([CH3:17])(=[O:16])=[O:15])=[CH:9][C:5]=1[C:6]([OH:8])=[O:7] |f:2.3|. Procedure details: in stage c) the chlorine substituent is converted into a second methylsulfonyl group by reacting 2-methyl-4-chloro-5-methylsulfonylbenzoic acid with sodium methylthiolate and then oxidizing the thioether with an oxidizing agent, in particular sodium perborate, to give the corresponding intermediate 2-methyl-4,5-di(methylsulfonyl)benzoic acid, The reactants are COCCl (chloromethyl methyl ether), BrC1=C(C(=C(C=C1C)C)C)O (2-bromo-3,5,6-trimethylphenol), [H-].[Na+] (sodium hydride). Solvent: CN(C=O)C (N,N-dimethylformamide), O (water), CN(C=O)C (N,N-dimethylformamide), CN(C=O)C (N,N-dimethylformamide). Run at time 10 minute. Yields the product BrC1=C(C=C(C(=C1OCOC)C)C)C (2-Bromo-3-(methoxymethoxy)-1,4,5-trimethylbenzene). The yield is 99.0%. As a reaction SMILES: [Br:1][C:2]1[C:7]([CH3:8])=[CH:6][C:5]([CH3:9])=[C:4]([CH3:10])[C:3]=1[OH:11].[H-].[Na+].[CH3:14][O:15][CH2:16]Cl>CN(C)C=O.O>[Br:1][C:2]1[C:3]([O:11][CH2:14][O:15][CH3:16])=[C:4]([CH3:10])[C:5]([CH3:9])=[CH:6][C:7]=1[CH3:8] |f:1.2|. Reported procedure: Under nitrogen gas, a solution of 2-bromo-3,5,6-trimethylphenol (10 g) in N,N-dimethylformamide (50 mL) was added dropwise to a suspension of 60% sodium hydride (2.1 g) in N,N-dimethylformamide (20 mL) under ice-cooling and the mixture was stirred for 10 minutes. To this mixture was further added a solution of chloromethyl methyl ether (3.9 mL) in N,N-dimethylformamide (5mL) dropwise and the mixture was stirred for another 30 minutes. This reaction mixture was diluted with iced water and extract... The reactants are CC=1SC=C(N1)C1CNCCO1 (2-(2-methyl-thiazol-4-yl)morpholine), CNC(=O)COC1=CC=C(C=C1)CC(C)=O (1-(4-methylaminocarbonylmethoxyphenyl)propan-2-one). Yields the product CNC(=O)COC1=CC=C(C=C1)CC(C)N1CC(OCC1)C=1N=C(SC1)C (N-[2-(4-Methylaminocarbonylmethoxyphenyl)-1-methylethyl]-2-(2-methyl-thiazol-4-yl)morpholin). Reaction SMILES: [CH3:1][C:2]1[S:3][CH:4]=[C:5]([CH:7]2[O:12][CH2:11][CH2:10][NH:9][CH2:8]2)[N:6]=1.[CH3:13][NH:14][C:15]([CH2:17][O:18][C:19]1[CH:24]=[CH:23][C:22]([CH2:25][C:26](=O)[CH3:27])=[CH:21][CH:20]=1)=[O:16]>>[CH3:13][NH:14][C:15]([CH2:17][O:18][C:19]1[CH:20]=[CH:21][C:22]([CH2:25][CH:26]([N:9]2[CH2:10][CH2:11][O:12][CH:7]([C:5]3[N:6]=[C:2]([CH3:1])[S:3][CH:4]=3)[CH2:8]2)[CH3:27])=[CH:23][CH:24]=1)=[O:16]. Reported procedure: Prepared by analogy to Example 13 by reaction of 2-(2-methyl-thiazol-4-yl)morpholine with 1-(4-methylaminocarbonylmethoxyphenyl)propan-2-one followed by purification on a silica gel column using ethyl acetate as eluant. The reactants are CCO, ClCCl, O, O, Cl[Sn]Cl, N#Cc1cc(-c2nc(-c3ccccn3)no2)cc([N+](=O)[O-])c1. Yields the product N#Cc1cc(N)cc(-c2nc(-c3ccccn3)no2)c1. RXN SMILES: [CH3:31][CH2:32][OH:33].[Cl:28][CH2:29][Cl:30].[OH2:23].[OH2:24].[Sn:25]([Cl:26])[Cl:27].[n:1]1[c:2](-[c:7]2[n:8][o:9][c:10](-[c:12]3[cH:13][c:14]([C:21]#[N:22])[cH:15][c:16]([N+:18]([O-:19])=[O:20])[cH:17]3)[n:11]2)[cH:3][cH:4][cH:5][cH:6]1>>[n:1]1[c:2](-[c:7]2[n:8][o:9][c:10](-[c:12]3[cH:13][c:14]([C:21]#[N:22])[cH:15][c:16]([NH2:18])[cH:17]3)[n:11]2)[cH:3][cH:4][cH:5][cH:6]1.